This data is from the Open Reaction Database (ORD), a public repository of structured organic reaction records. The task is: describe an organic reaction: reactants, conditions, products, and yield Reactants: aryl halides, phenols, ClC1=C(C=CC(=C1)Cl)[N+](=O)[O-] (2,4-dichloronitrobenzene), C1(=CC=CC=C1)O (phenol). Run in [OH-].[K+] (KOH). The product is ClC1=CC(=C(C=C1)[N+](=O)[O-])OC1=CC=CC=C1 (4-chloro-2-phenoxynitrobenzene). RXN SMILES: Cl[C:2]1[CH:7]=[C:6]([Cl:8])[CH:5]=[CH:4][C:3]=1[N+:9]([O-:11])=[O:10].[C:12]1([OH:18])[CH:17]=[CH:16][CH:15]=[CH:14][CH:13]=1>[OH-].[K+]>[Cl:8][C:6]1[CH:5]=[CH:4][C:3]([N+:9]([O-:11])=[O:10])=[C:2]([O:18][C:12]2[CH:17]=[CH:16][CH:15]=[CH:14][CH:13]=2)[CH:7]=1 |f:2.3|. Procedure: Aryl ethers have been formed by reacting aryl halides with phenols under various conditions. Roberts and Turner disclose (J. Chem. Soc., 1925, 127, p. 2004) that 2,4-dichloronitrobenzene reacts with phenol in aqueous KOH, at 100° C., to give a quantitative yield of 4-chloro-2-phenoxynitrobenzene. The reactants are COC(=O)C(Oc1ccc(F)c(C(F)(F)F)c1)c1ccc(Cl)cc1, Cl, [Na+], [OH-], O. The product is O=C(O)C(Oc1ccc(F)c(C(F)(F)F)c1)c1ccc(Cl)cc1. RXN SMILES: [Cl:1][c:2]1[cH:3][cH:4][c:5]([CH:8]([C:9](=[O:10])[O:11][CH3:12])[O:13][c:14]2[cH:15][c:16]([C:21]([F:22])([F:23])[F:24])[c:17]([F:20])[cH:18][cH:19]2)[cH:6][cH:7]1.[ClH:27].[Na+:26].[OH-:25].[OH2:28]>>[Cl:1][c:2]1[cH:3][cH:4][c:5]([CH:8]([C:9](=[O:10])[OH:11])[O:13][c:14]2[cH:15][c:16]([C:21]([F:22])([F:23])[F:24])[c:17]([F:20])[cH:18][cH:19]2)[cH:6][cH:7]1. The reactants are CN(C)C=O, Cl, FC(F)=C(F)F, [K+], Nc1cc(Cl)c(O)cc1Cl, [OH-], O. The product is Nc1cc(Cl)c(OC(F)(F)C(F)F)cc1Cl. RXN SMILES: [CH3:21][N:22]([CH3:23])[CH:24]=[O:25].[ClH:11].[F:14][C:15](=[C:16]([F:17])[F:18])[F:19].[K+:13].[NH2:1][c:2]1[cH:3][c:4]([Cl:10])[c:5]([OH:9])[cH:6][c:7]1[Cl:8].[OH-:12].[OH2:20]>>[NH2:1][c:2]1[cH:3][c:4]([Cl:10])[c:5]([O:9][C:16]([CH:15]([F:14])[F:19])([F:17])[F:18])[cH:6][c:7]1[Cl:8]. RXN SMILES: [BH4-:36].[CH2:1]([c:2]1[cH:3][cH:4][cH:5][cH:6][cH:7]1)[O:8][c:9]1[cH:10][cH:11][c:12]2[nH:13][cH:14][c:15]([CH2:16][CH2:17][NH2:18])[c:19]2[cH:20]1.[CH3:44][OH:45].[Na+:37].[O:21]([c:22]1[cH:23][cH:24][cH:25][cH:26][cH:27]1)[c:28]1[cH:29][c:30]([CH:31]=[O:32])[cH:33][cH:34][cH:35]1.[OH:38][C:39]([C:40](=[O:41])[OH:42])=[O:43]>>[CH2:1]([c:2]1[cH:3][cH:4][cH:5][cH:6][cH:7]1)[O:8][c:9]1[cH:10][cH:11][c:12]2[nH:13][cH:14][c:15]([CH2:16][CH2:17][NH:18][CH2:31][c:30]3[cH:29][c:28]([O:21][c:22]4[cH:23][cH:24][cH:25][cH:26][cH:27]4)[cH:35][cH:34][cH:33]3)[c:19]2[cH:20]1. Starting materials: [BH4-], NCCc1c[nH]c2ccc(OCc3ccccc3)cc12, CO, [Na+], O=Cc1cccc(Oc2ccccc2)c1, O=C(O)C(=O)O. Yields the product c1ccc(COc2ccc3[nH]cc(CCNCc4cccc(Oc5ccccc5)c4)c3c2)cc1.